From a dataset of the Open Reaction Database (ORD), a public repository of structured organic reaction records. describe an organic reaction: reactants, conditions, products, and yield Reactants: O1CC(NCC12CCNCC2)=O (1-oxa-4,9-diazaspiro[5.5]undecan-3-one), O (water), O1C(COC2=C1C=CC=C2)CCBr (2-(1,4-benzodioxan-2-yl)ethyl bromide). Run in CN(C=O)C (dimethylformamide), C(C)N(CC)CC (triethylamine). Yields the product O1C(COC2=C1C=CC=C2)CCN2CCC1(CNC(CO1)=O)CC2 (9-[2-(1,4-benzodioxan-2-yl)ethyl]-1-oxa-4,9-diazaspiro[5.5]undecan-3-one). As a reaction SMILES: [O:1]1[C:6]2([CH2:11][CH2:10][NH:9][CH2:8][CH2:7]2)[CH2:5][NH:4][C:3](=[O:12])[CH2:2]1.[O:13]1[C:18]2[CH:19]=[CH:20][CH:21]=[CH:22][C:17]=2[O:16][CH2:15][CH:14]1[CH2:23][CH2:24]Br.O>CN(C)C=O.C(N(CC)CC)C>[O:13]1[C:18]2[CH:19]=[CH:20][CH:21]=[CH:22][C:17]=2[O:16][CH2:15][CH:14]1[CH2:23][CH2:24][N:9]1[CH2:8][CH2:7][C:6]2([O:1][CH2:2][C:3](=[O:12])[NH:4][CH2:5]2)[CH2:11][CH2:10]1. Reported procedure: A solution of 1-oxa-4,9-diazaspiro[5.5]undecan-3-one (2.5 g.) and 3.0 g. of 2-(1,4-benzodioxan-2-yl)ethyl bromide in 40 ml of dimethylformamide and 10 ml of triethylamine was heated to 70° C. for 3 hours. The mixture was poured into water, extracted with methylene chloride, and the methylene chloride was extracted with aqueous HCl. The aqueous extract was made basic with ammonium hydroxide and extracted with methylene chloride and the methylene chloride layer was evaporated to give 9-[2-(1,4-ben... Starting materials: OC1=CC(=NC=2N1N=C(C2)C2=CC=C(C=C2)OC)C(=O)OCC (Ethyl 7-hydroxy-2-(4-methoxyphenyl)pyrazolo[1,5-a]pyrimidine-5-carboxylate), P(=O)(Cl)(Cl)Cl (phosphoryl chloride). Reaction conditions: temperature 115 celsius. Yields the product ClC1=CC(=NC=2N1N=C(C2)C2=CC=C(C=C2)OC)C(=O)OCC (Ethyl 7-chloro-2-(4-methoxyphenyl)pyrazolo[1,5-a]pyrimidine-5-carboxylate). Yield: 60.4%. As a reaction SMILES: O[C:2]1[N:7]2[N:8]=[C:9]([C:11]3[CH:16]=[CH:15][C:14]([O:17][CH3:18])=[CH:13][CH:12]=3)[CH:10]=[C:6]2[N:5]=[C:4]([C:19]([O:21][CH2:22][CH3:23])=[O:20])[CH:3]=1.P(Cl)(Cl)([Cl:26])=O>>[Cl:26][C:2]1[N:7]2[N:8]=[C:9]([C:11]3[CH:16]=[CH:15][C:14]([O:17][CH3:18])=[CH:13][CH:12]=3)[CH:10]=[C:6]2[N:5]=[C:4]([C:19]([O:21][CH2:22][CH3:23])=[O:20])[CH:3]=1. Reported procedure: Ethyl 7-hydroxy-2-(4-methoxyphenyl)pyrazolo[1,5-a]pyrimidine-5-carboxylate (1.26 g; 4.03 mmol) was suspended in phosphoryl chloride (8 mL; 88 mmol) and the mixture was heated to 115° C. for 1 h. The reaction mixture was allowed to cool to room temperature and then carefully quenched into a cold mixture of methylene chloride and saturated sodium bicarbonate. The basic aqueous layer was back extracted once with methylene chloride and the combined organic phases were washed with brine. Concentratio...